From a dataset of the Open Reaction Database (ORD), a public repository of structured organic reaction records. describe an organic reaction: reactants, conditions, products, and yield Starting materials: O=C(n1ccnc1)n1ccnc1, Cc1ccc(-n2nc(C(C)(C)C)cc2N)cc1, ClCCl, CC(COc1ccc(N)c2ccccc12)c1ccnc(NC(=O)OC(C)(C)C)c1. The product is Cc1ccc(-n2nc(C(C)(C)C)cc2NC(=O)Nc2ccc(OCC(C)c3ccnc(NC(=O)OC(C)(C)C)c3)c3ccccc23)cc1. Reaction SMILES: [C:18](=[O:19])([n:20]1[cH:21][cH:22][n:23][cH:24]1)[n:25]1[cH:26][cH:27][n:28][cH:29]1.[C:1]([CH3:2])([CH3:3])([CH3:4])[c:5]1[n:6][n:7](-[c:11]2[cH:12][cH:13][c:14]([CH3:17])[cH:15][cH:16]2)[c:8]([NH2:10])[cH:9]1.[Cl:59][CH2:60][Cl:61].[NH2:30][c:31]1[cH:32][cH:33][c:34]([O:41][CH2:42][CH:43]([CH3:44])[c:45]2[cH:46][c:47]([NH:51][C:52]([O:53][C:54]([CH3:55])([CH3:56])[CH3:57])=[O:58])[n:48][cH:49][cH:50]2)[c:35]2[cH:36][cH:37][cH:38][cH:39][c:40]12>>[C:1]([CH3:2])([CH3:3])([CH3:4])[c:5]1[n:6][n:7](-[c:11]2[cH:12][cH:13][c:14]([CH3:17])[cH:15][cH:16]2)[c:8]([NH:10][C:18](=[O:19])[NH:30][c:31]2[cH:32][cH:33][c:34]([O:41][CH2:42][CH:43]([CH3:44])[c:45]3[cH:46][c:47]([NH:51][C:52]([O:53][C:54]([CH3:55])([CH3:56])[CH3:57])=[O:58])[n:48][cH:49][cH:50]3)[c:35]3[cH:36][cH:37][cH:38][cH:39][c:40]23)[cH:9]1. Starting materials: C(C)(C)(C)OC(CN1C(=C(C2=CC=C(C(=C12)F)Cl)SC=1C(=C(C(=O)OCC)C=CC1)F)C)=O (ethyl 3-((1-(2-(tert-butoxy)-2-oxoethyl)-6-chloro-7-fluoro-2-methyl-1H-indol-3-yl)thio)-2-fluorobenzoate), C(=O)(C(F)(F)F)O (TFA). Run in C(Cl)Cl (CH2Cl2). Conditions: time 12 hour. The product is ClC1=CC=C2C(=C(N(C2=C1F)CC(=O)O)C)SC1=C(C(=CC=C1)C(=O)OCC)F (2-(6-chloro-3-((3-(ethoxycarbonyl)-2-fluorophenyl)thio)-7-fluoro-2-methyl-1H-indol-1-yl)acetic acid). Isolated yield 84.7%. Reaction SMILES: C([O:5][C:6](=[O:33])[CH2:7][N:8]1[C:16]2[C:11](=[CH:12][CH:13]=[C:14]([Cl:18])[C:15]=2[F:17])[C:10]([S:19][C:20]2[C:21]([F:31])=[C:22]([CH:28]=[CH:29][CH:30]=2)[C:23]([O:25][CH2:26][CH3:27])=[O:24])=[C:9]1[CH3:32])(C)(C)C.C(O)(C(F)(F)F)=O>C(Cl)Cl>[Cl:18][C:14]1[C:15]([F:17])=[C:16]2[C:11]([C:10]([S:19][C:20]3[CH:30]=[CH:29][CH:28]=[C:22]([C:23]([O:25][CH2:26][CH3:27])=[O:24])[C:21]=3[F:31])=[C:9]([CH3:32])[N:8]2[CH2:7][C:6]([OH:33])=[O:5])=[CH:12][CH:13]=1. Procedure details: To a stirred solution of compound 5 (200 mg, 0.40 mmol) in CH2Cl2 (10 mL) under inert atmosphere was added TFA (0.8 mL) at 0° C.; warmed to RT and stirred for 12 h. The reaction was monitored by TLC; after completion of the reaction, the volatiles were removed under reduced pressure. The residue was diluted with water (20 mL) and extracted with CH2Cl2 (2×30 mL). The combined organic extracts were washed with water (15 mL), dried over Na2SO4, filtered and concentrated under reduced pressure to ob...